Dataset: the Open Reaction Database (ORD), a public repository of structured organic reaction records. Task: describe an organic reaction: reactants, conditions, products, and yield Reactants: CCN(CC)P1(=NC(C)(C)C)N(C)CCCN1C, Cc1cccc2c1NC(=O)C2=O, CC#N, Clc1ccccc1CBr, ClCCl. The product is Cc1cccc2c1N(Cc1ccccc1Cl)C(=O)C2=O. As a reaction SMILES: [C:13]([N:14]=[P:15]1([N:16]([CH2:17][CH3:18])[CH2:19][CH3:20])[N:21]([CH3:22])[CH2:23][CH2:24][CH2:25][N:26]1[CH3:27])([CH3:28])([CH3:29])[CH3:30].[CH3:1][c:2]1[cH:3][cH:4][cH:5][c:6]2[c:10]1[NH:9][C:8](=[O:11])[C:7]2=[O:12].[CH3:40][C:41]#[N:42].[Cl:31][c:32]1[c:33]([CH2:34][Br:35])[cH:36][cH:37][cH:38][cH:39]1.[Cl:43][CH2:44][Cl:45]>>[CH3:1][c:2]1[cH:3][cH:4][cH:5][c:6]2[c:10]1[N:9]([CH2:34][c:33]1[c:32]([Cl:31])[cH:39][cH:38][cH:37][cH:36]1)[C:8](=[O:11])[C:7]2=[O:12]. The reactants are Cl.NO (Hydroxylamine hydrochloride), COCCOC1=CC=C(C=C1)C(CC)=O (1-(4-(2-methoxyethoxy)phenyl)propan-1-one), N1=CC=CC=C1 (pyridine). Run in C(C)O (ethanol). The product is COCCOC1=CC=C(C=C1)C(CC)=NO (1-(4-(2-Methoxyethoxy)phenyl)propan-1-one oxime). Isolated yield 96.7%. Reaction SMILES: Cl.[NH2:2][OH:3].[CH3:4][O:5][CH2:6][CH2:7][O:8][C:9]1[CH:14]=[CH:13][C:12]([C:15](=O)[CH2:16][CH3:17])=[CH:11][CH:10]=1.N1C=CC=CC=1>C(O)C>[CH3:4][O:5][CH2:6][CH2:7][O:8][C:9]1[CH:14]=[CH:13][C:12]([C:15](=[N:2][OH:3])[CH2:16][CH3:17])=[CH:11][CH:10]=1 |f:0.1|. Procedure: Hydroxylamine hydrochloride (2.27 g, 32.7 mmol) was added to a stirred solution of 1-(4-(2-methoxyethoxy)phenyl)propan-1-one (3.4 g, 16.3 mmol) and pyridine (3.87 g, 49.0 mmol) in ethanol (25 mL) and the mixture heated at reflux for 4 hours then allowed to cool. Most of the ethanol was removed by concentration, and the residue was partitioned between water and dichloromethane. The layers were separated and the aqueous phase extracted 2× with dichloromethane. The combined extracts were washed twi... Starting materials: NC=1C=NC=CC1C (3-Amino-4-methylpyridine), Cl (hydrochloric acid), ClCl (chlorine). The solvent is O (water). Run at temperature 20 celsius, time 25 minute. Yields the product NC=1C(=NC=CC1C)Cl (3-amino-2-chloro-4-methylpyridine). As a reaction SMILES: [NH2:1][C:2]1[CH:3]=[N:4][CH:5]=[CH:6][C:7]=1[CH3:8].[ClH:9].ClCl>O>[NH2:1][C:2]1[C:3]([Cl:9])=[N:4][CH:5]=[CH:6][C:7]=1[CH3:8]. Reported procedure: 3-Amino-4-methylpyridine (21.6g, 0.2 mole) was suspended in 75 ml of water at room temperature. The mixture was dissolved by the addition of 25 ml conc. hydrochloric acid. The solution was cooled to 20° C. and 15.6 g (0.22 mole) of chlorine gas was introduced through an inlet tube reaching below the surface of the reaction mixture over 25 minutes. The mixture was stirred under a nitrogen purge for an additional 30 minutes, then cooled to 10° C. and basified by the addition of 70 mL of a 12.5 N. ... Reactants: CN(CCN(C(C(F)(F)F)=O)CC1=CC(=CC=C1)[N+](=O)[O-])C (N-[2-(dimethylamino)ethyl]-2,2,2-trifluoro-N-[(3-nitrophenyl)methyl]acetamide). The reagents and catalysts are [Pd] (Pd/C). Run in CC(C)O (i-PrOH). Run at time 17 hour. Product: NC=1C=C(C=CC1)CN(C(C(F)(F)F)=O)CCN(C)C (N-[(3-aminophenyl)methyl]-N-[2-(dimethylamino)ethyl]-2,2,2-trifluoroacetamide). Isolated yield 62.0%. Reaction SMILES: [CH3:1][N:2]([CH3:22])[CH2:3][CH2:4][N:5]([CH2:12][C:13]1[CH:18]=[CH:17][CH:16]=[C:15]([N+:19]([O-])=O)[CH:14]=1)[C:6](=[O:11])[C:7]([F:10])([F:9])[F:8]>CC(O)C.[Pd]>[NH2:19][C:15]1[CH:14]=[C:13]([CH2:12][N:5]([CH2:4][CH2:3][N:2]([CH3:22])[CH3:1])[C:6](=[O:11])[C:7]([F:8])([F:9])[F:10])[CH:18]=[CH:17][CH:16]=1. Reported procedure: To a solution of N-[2-(dimethylamino)ethyl]-2,2,2-trifluoro-N-[(3-nitrophenyl)methyl]acetamide (204 mg, 0.64 mmol) in i-PrOH was added 10% Pd/C (20 mg, 0.02 mmol). A balloon charged with H2 was installed, and the reaction was stirred at rt under a hydrogen atmosphere. After 17 h, the reaction mixture was filtered through celite and adsorbed onto silica gel. The crude product was purified by column chromatography to generate the title compound in 62% yield. 1H NMR (400 MHz, CDCl3) δ 7.10 (t, J=7....